This data is from the Open Reaction Database (ORD), a public repository of structured organic reaction records. The task is: describe an organic reaction: reactants, conditions, products, and yield The reactants are ClC1=NC(=NC(=C1)Cl)NC ((4,6-dichlorpyrimidin-2-yl)-methylamine), [K].S(N)(=O)(=O)C1=CC=C(C=C1)NC(C)=O (N-(4-sulfamoyl-phenyl)-acetamide potassium salt). Solvent: CN1C(CCC1)=O (1-methyl-2-pyrrolidone). Product: ClC1=CC(=NC(=N1)NC)NS(=O)(=O)C1=CC=C(C=C1)NC(C)=O (N-[4-(6-chloro-2-methylamino-pyrimidin-4-ylsulfamoyl)-phenyl]-acetamide). Isolated yield 69.5%. Reaction SMILES: Cl[C:2]1[CH:7]=[C:6]([Cl:8])[N:5]=[C:4]([NH:9][CH3:10])[N:3]=1.[K].[S:12]([C:16]1[CH:21]=[CH:20][C:19]([NH:22][C:23](=[O:25])[CH3:24])=[CH:18][CH:17]=1)(=[O:15])(=[O:14])[NH2:13]>CN1CCCC1=O>[Cl:8][C:6]1[N:5]=[C:4]([NH:9][CH3:10])[N:3]=[C:2]([NH:13][S:12]([C:16]2[CH:17]=[CH:18][C:19]([NH:22][C:23](=[O:25])[CH3:24])=[CH:20][CH:21]=2)(=[O:14])=[O:15])[CH:7]=1 |f:1.2,^1:10|. Reported procedure: 2.0 g (0.011 mol) of (4,6-dichlorpyrimidin-2-yl)-methylamine and 5.67 g (0.022 mol) N-(4-sulfamoyl-phenyl)-acetamide potassium salt were stirred in 10 ml of 1-methyl-2-pyrrolidone at 140° C. for 8 hours. Then, the solvent was distilled off in a high vacuum, the residue was partitioned in ethyl acetate/water, the inorganic phase was saturated with sodium chloride and the residual ethyl acetate dissolved in the aqueous phase was distilled off on a rotary evaporator. The aqueous phase was made acid... Starting materials: C(C)OC(=O)C1C(C=C2N1CCC(=N2)C(C)(C)C)=O (6-ethoxycarbonyl-2-(tert-butyl)-4H-pyrrolo[1,2-a]pyrimid-7-one), FC1=C(CBr)C=CC=C1 (2-Fluorobenzyl bromide). The solvent is CC(=O)C (acetone), COCCOC (DME), [F-].C(CCC)[N+](CCCC)(CCCC)CCCC (tetrabutylammonium fluoride), O (water). Conditions: time 2 day. The product is C(C)OC(=O)C1C(C=C2N1C(=CC(=N2)C(C)(C)C)CC2=C(C=CC=C2)F)=O (6-Ethoxycarbonyl-2-(tert-butyl)-4-(2-fluorobenzyl)pyrrolo[1,2-a]pyrimid-7-one). Isolated yield 81.0%. Reaction SMILES: [CH2:1]([O:3][C:4]([CH:6]1[N:10]2[CH2:11][CH2:12][C:13]([C:15]([CH3:18])([CH3:17])[CH3:16])=[N:14][C:9]2=[CH:8][C:7]1=[O:19])=[O:5])[CH3:2].[F:20][C:21]1[CH:28]=[CH:27][CH:26]=[CH:25][C:22]=1[CH2:23]Br>COCCOC.[F-].C([N+](CCCC)(CCCC)CCCC)CCC.CC(C)=O.O>[CH2:1]([O:3][C:4]([CH:6]1[N:10]2[C:11]([CH2:23][C:22]3[CH:25]=[CH:26][CH:27]=[CH:28][C:21]=3[F:20])=[CH:12][C:13]([C:15]([CH3:18])([CH3:17])[CH3:16])=[N:14][C:9]2=[CH:8][C:7]1=[O:19])=[O:5])[CH3:2] |f:3.4|. Reported procedure: To 6-ethoxycarbonyl-2-(tert-butyl)-4H-pyrrolo[1,2-a]pyrimid-7-one (0.5 g, 1.9 mmol.) in DME (5 ml), tetrabutylammonium fluoride (4 ml, 4.0M in THF) was added, and a white foamy material formed. 2-Fluorobenzyl bromide (0.38 ml, 3 mmol.) was added and the mixture was stirred at room temperature for 2 days. Concentration of the reaction mixture in vacuo produced an oil, which was dissolved in acetone (20 ml) and diluted with water until the solution turned a slight cloudy. Partially concentration t... Starting materials: CO (methanol), FC1=C(C=C(C=C1)F)[C@@H]1N(CCC1)C=1C=CC=2N(N1)C(=CN2)NC(=O)N2CC(C2)CO ((R)—N-(6-(2-(2,5-difluorophenyl)pyrrolidin-1-yl)imidazo[1,2-b]pyridazin-3-yl)-3-(hydroxymethyl)azetidine-1-carboxamide), Cl (HCl). Run in O1CCOCC1 (dioxane). Conditions: time 30 minute. Product: Cl.FC1=C(C=C(C=C1)F)[C@@H]1N(CCC1)C=1C=CC=2N(N1)C(=CN2)NC(=O)N2CC(C2)CO ((R)—N-(6-(2-(2,5-difluorophenyl)pyrrolidin-1-yl)imidazo[1,2-b]pyridazin-3-yl)-3-(hydroxymethyl)azetidine-1-carboxamide hydrochloride). Yield: 94.9%. Reaction SMILES: CO.[F:3][C:4]1[CH:9]=[CH:8][C:7]([F:10])=[CH:6][C:5]=1[C@H:11]1[CH2:15][CH2:14][CH2:13][N:12]1[C:16]1[CH:17]=[CH:18][C:19]2[N:20]([C:22]([NH:25][C:26]([N:28]3[CH2:31][CH:30]([CH2:32][OH:33])[CH2:29]3)=[O:27])=[CH:23][N:24]=2)[N:21]=1.[ClH:34]>O1CCOCC1>[ClH:34].[F:3][C:4]1[CH:9]=[CH:8][C:7]([F:10])=[CH:6][C:5]=1[C@H:11]1[CH2:15][CH2:14][CH2:13][N:12]1[C:16]1[CH:17]=[CH:18][C:19]2[N:20]([C:22]([NH:25][C:26]([N:28]3[CH2:29][CH:30]([CH2:32][OH:33])[CH2:31]3)=[O:27])=[CH:23][N:24]=2)[N:21]=1 |f:4.5|. Procedure details: To a methanol (1 mL) solution of (R)—N-(6-(2-(2,5-difluorophenyl)pyrrolidin-1-yl)imidazo[1,2-b]pyridazin-3-yl)-3-(hydroxymethyl)azetidine-1-carboxamide (9.9 mg, 0.0231 mmol) was added HCl as a solution is dioxane (30 μL). After 30 minutes, the reaction was concentrated to provide (R)—N-(6-(2-(2,5-difluorophenyl)pyrrolidin-1-yl)imidazo[1,2-b]pyridazin-3-yl)-3-(hydroxymethyl)azetidine-1-carboxamide hydrochloride (10.2 mg, 0.0219 mmol, 94.9% yield) as a yellow solid. MS (apci) m/z=429.4 (M+H). The reactants are C1(=CC=C(C=C1)S(=O)(=O)O)C (p-toluenesulfonic acid), C(=O)(O)C12CC3CC(CC(C1)C3)C2 (1-carboxyadamantane). Solvent: CO (methanol). Yields the product COC(=O)C12CC3CC(CC(C1)C3)C2 (1-methoxycarbonyladamantane). As a reaction SMILES: [C:1]1(C)C=CC(S(O)(=O)=O)=CC=1.[C:12]([C:15]12[CH2:24][CH:19]3[CH2:20][CH:21]([CH2:23][CH:17]([CH2:18]3)[CH2:16]1)[CH2:22]2)([OH:14])=[O:13]>CO>[CH3:1][O:13][C:12]([C:15]12[CH2:24][CH:19]3[CH2:18][CH:17]([CH2:23][CH:21]([CH2:20]3)[CH2:22]1)[CH2:16]2)=[O:14]. Procedure: In the presence of an acid catalyst (p-toluenesulfonic acid), 1-carboxyadamantane obtained in Example 2 was allowed to react with an excess amount of methanol to give 1-methoxycarbonyladamantane.